From a dataset of the Open Reaction Database (ORD), a public repository of structured organic reaction records. describe an organic reaction: reactants, conditions, products, and yield The reactants are [N-]=[N+]=[N-].[Na+] (sodium azide), C(=O)(C(F)(F)F)O (TFA), FC1=CC=C(C=C1)[C@@H](C)NC(C1=CC(=CC(=C1)N(S(=O)(=O)C)C)C=1OC(=CC1)C(CC1=CC=CC=C1)(C)O)=O (N—[(R)-1-(4-fluorophenyl)ethyl]-3-[5-(1-hydroxy-1-methyl-2-phenylethyl)-2-furyl]-5-[methyl(methyl sulfonyl)amino]benzamide). Solvent: C(Cl)(Cl)Cl (CHCl3). Product: FC1=CC=C(C=C1)[C@@H](C)NC(C1=CC(=CC(=C1)N(S(=O)(=O)C)C)C=1OC(=CC1)C(CC1=CC=CC=C1)(C)N)=O (N—[(R)-1-(4-fluorophenyl)ethyl]-3-[5-(1-amino-1-methyl-2-phenylethyl)-2-furyl]-5-[methyl(methylsulfonyl)amino]benzamide). Reaction SMILES: [F:1][C:2]1[CH:7]=[CH:6][C:5]([C@H:8]([NH:10][C:11](=[O:39])[C:12]2[CH:17]=[C:16]([N:18]([CH3:23])[S:19]([CH3:22])(=[O:21])=[O:20])[CH:15]=[C:14]([C:24]3[O:25][C:26]([C:29](O)([CH3:37])[CH2:30][C:31]4[CH:36]=[CH:35][CH:34]=[CH:33][CH:32]=4)=[CH:27][CH:28]=3)[CH:13]=2)[CH3:9])=[CH:4][CH:3]=1.[N-:40]=[N+]=[N-].[Na+].C(O)(C(F)(F)F)=O>C(Cl)(Cl)Cl>[F:1][C:2]1[CH:7]=[CH:6][C:5]([C@H:8]([NH:10][C:11](=[O:39])[C:12]2[CH:17]=[C:16]([N:18]([CH3:23])[S:19]([CH3:22])(=[O:21])=[O:20])[CH:15]=[C:14]([C:24]3[O:25][C:26]([C:29]([NH2:40])([CH3:37])[CH2:30][C:31]4[CH:32]=[CH:33][CH:34]=[CH:35][CH:36]=4)=[CH:27][CH:28]=3)[CH:13]=2)[CH3:9])=[CH:4][CH:3]=1 |f:1.2|. Procedure: To a solution of Example 50 (0.080 g, 0.15 mmol) in 1 mL CHCl3 was added a suspension of sodium azide (0.094 g, 1.45 mmol) in TFA (0.06 mL, 0.73 mmol). The solution progressively turned dark over 1 h to afford a mixture of desired product and a byproduct resulting from dehydration. Concentrated and used as is in next reaction. LCMS [M+H]+=575. The reactants are BrC1=CC=C(O1)CN1C(=CC2=C(C(=CC=C12)C#N)C(F)(F)F)C1CC1 (1-[(5-bromo-2-furanyl)methyl]-2-cyclopropyl-4-(trifluoromethyl)-1H-indole-5-carbonitrile), FC=1C=C(C=C(C1)F)B(O)O ((3,5-difluorophenyl)boronic acid). Product: C1(CC1)C=1N(C2=CC=C(C(=C2C1)C(F)(F)F)C#N)CC=1OC(=CC1)C1=CC(=CC(=C1)F)F (2-Cyclopropyl-1-{[5-(3,5-difluorophenyl)-2-furanyl]methyl}-4-(trifluoromethyl)-1H-indole-5-carbonitrile). As a reaction SMILES: Br[C:2]1[O:6][C:5]([CH2:7][N:8]2[C:16]3[C:11](=[C:12]([C:19]([F:22])([F:21])[F:20])[C:13]([C:17]#[N:18])=[CH:14][CH:15]=3)[CH:10]=[C:9]2[CH:23]2[CH2:25][CH2:24]2)=[CH:4][CH:3]=1.[F:26][C:27]1[CH:28]=[C:29](B(O)O)[CH:30]=[C:31]([F:33])[CH:32]=1>>[CH:23]1([C:9]2[N:8]([CH2:7][C:5]3[O:6][C:2]([C:29]4[CH:28]=[C:27]([F:26])[CH:32]=[C:31]([F:33])[CH:30]=4)=[CH:3][CH:4]=3)[C:16]3[C:11]([CH:10]=2)=[C:12]([C:19]([F:22])([F:21])[F:20])[C:13]([C:17]#[N:18])=[CH:14][CH:15]=3)[CH2:25][CH2:24]1. Reported procedure: Synthesizes as described in Example 310D using (1-[(5-bromo-2-furanyl)methyl]-2-cyclopropyl-4-(trifluoromethyl)-1H-indole-5-carbonitrile (Example 310C) and (3,5-difluorophenyl)boronic acid: MS (ES) m/z 443 (M+1). The reactants are C=C(c1ccc(COc2ccc(C(C)=O)c(O)c2CCC)cc1)c1cccc(C#N)c1, CCOC(C)=O. Yields the product CCCc1c(OCc2ccc(C(C)c3cccc(C#N)c3)cc2)ccc(C(C)=O)c1O. RXN SMILES: [C:1]([CH3:2])(=[O:3])[c:4]1[c:5]([OH:31])[c:6]([CH2:28][CH2:29][CH3:30])[c:7]([O:8][CH2:9][c:10]2[cH:11][cH:12][c:13]([C:16](=[CH2:17])[c:18]3[cH:19][c:20]([C:21]#[N:22])[cH:23][cH:24][cH:25]3)[cH:14][cH:15]2)[cH:26][cH:27]1.[CH3:32][CH2:33][O:34][C:35](=[O:36])[CH3:37]>>[C:1]([CH3:2])(=[O:3])[c:4]1[c:5]([OH:31])[c:6]([CH2:28][CH2:29][CH3:30])[c:7]([O:8][CH2:9][c:10]2[cH:11][cH:12][c:13]([CH:16]([CH3:17])[c:18]3[cH:19][c:20]([C:21]#[N:22])[cH:23][cH:24][cH:25]3)[cH:14][cH:15]2)[cH:26][cH:27]1. The product is Fc1ncc(C(F)(F)F)cc1Cl. Reactants: CS(C)=O, FC(F)(F)c1cnc(Cl)c(Cl)c1, [F-], [K+]. Reaction SMILES: [CH3:15][S:16]([CH3:17])=[O:18].[Cl:1][c:2]1[n:3][cH:4][c:5]([C:9]([F:10])([F:11])[F:12])[cH:6][c:7]1[Cl:8].[F-:13].[K+:14]>>[c:2]1([F:13])[n:3][cH:4][c:5]([C:9]([F:10])([F:11])[F:12])[cH:6][c:7]1[Cl:8].